From a dataset of the Open Reaction Database (ORD), a public repository of structured organic reaction records. describe an organic reaction: reactants, conditions, products, and yield Starting materials: FC(COC1=CC=C(C=C1)N1C(C2(CC1)CC(NCC2)=O)=O)(F)F (2-(4-(2,2,2-trifluoroethoxy)phenyl)-2,8-diazaspiro[4.5]decane-1,7-dione), CC(CC(=O)Cl)(C)C (3,3-dimethyl-butyryl chloride). The product is CC(CC(=O)N1C(CC2(CCN(C2=O)C2=CC=C(C=C2)OCC(F)(F)F)CC1)=O)(C)C (8-(3,3-dimethylbutanoyl)-2-(4-(2,2,2-trifluoroethoxy)phenyl)-2,8-diazaspiro[4.5]decane-1,7-dione). RXN SMILES: [F:1][C:2]([F:24])([F:23])[CH2:3][O:4][C:5]1[CH:10]=[CH:9][C:8]([N:11]2[CH2:15][CH2:14][C:13]3([CH2:20][CH2:19][NH:18][C:17](=[O:21])[CH2:16]3)[C:12]2=[O:22])=[CH:7][CH:6]=1.[CH3:25][C:26]([CH3:32])([CH3:31])[CH2:27][C:28](Cl)=[O:29]>>[CH3:25][C:26]([CH3:32])([CH3:31])[CH2:27][C:28]([N:18]1[CH2:19][CH2:20][C:13]2([C:12](=[O:22])[N:11]([C:8]3[CH:9]=[CH:10][C:5]([O:4][CH2:3][C:2]([F:1])([F:23])[F:24])=[CH:6][CH:7]=3)[CH2:15][CH2:14]2)[CH2:16][C:17]1=[O:21])=[O:29]. Procedure: This material was prepared as a white solid in analogy to example 3) from 2-(4-(2,2,2-trifluoroethoxy)phenyl)-2,8-diazaspiro[4.5]decane-1,7-dione and 3,3-dimethyl-butyryl chloride. MS (ESI): 441.19 (MH+).